From a dataset of the Open Reaction Database (ORD), a public repository of structured organic reaction records. describe an organic reaction: reactants, conditions, products, and yield The reactants are C1(CCCCC1)C1=CC=C(C=C1)CCCC(=O)O (4-(4-cyclohexylphenyl)butyric acid), S(=O)(Cl)Cl (thionyl chloride). The reagents and catalysts are N1=CC=CC=C1 (pyridine). The solvent is C1(=CC=CC=C1)C (toluene). Conditions: time 3 hour. The product is C1(CCCCC1)C1=CC=C2CCCC(C2=C1)=O (7-cyclohexyl-1-tetralone). Isolated yield 99.4%. RXN SMILES: [CH:1]1([C:7]2[CH:12]=[CH:11][C:10]([CH2:13][CH2:14][CH2:15][C:16]([OH:18])=O)=[CH:9][CH:8]=2)[CH2:6][CH2:5][CH2:4][CH2:3][CH2:2]1.S(Cl)(Cl)=O>N1C=CC=CC=1.C1(C)C=CC=CC=1>[CH:1]1([C:7]2[CH:8]=[C:9]3[C:10]([CH2:13][CH2:14][CH2:15][C:16]3=[O:18])=[CH:11][CH:12]=2)[CH2:2][CH2:3][CH2:4][CH2:5][CH2:6]1. Procedure details: To a mixture of 4-(4-cyclohexylphenyl)butyric acid (10.2 g), thionyl chloride (7.4 g) and toluene (50 ml), pyridine (1 drop) was added. After refluxing for 1.5 hours, the solvent was evaporated off under reduced pressure. The residue was dissolved in dichloromethane (20 ml); this solution was added dropwise to a suspension of powdered anhydrous aluminum chloride (8.3 g) in dichloromethane (100 ml) under ice cooling conditions. After stirring at room temperature for 3 hours, the reaction mixture ... Reactants: ClCCNC(=O)NCCCOC (1-(2-chloroethyl)-3-(3-methoxypropyl)urea), [H-].[Na+] (NaH), [NH4+].[Cl-] (NH4Cl). Run in C1CCOC1 (THF), [Cl-].[Na+].O (brine). Yields the product COCCCN1C(NCC1)=O (1-(3-methoxypropyl)imidazolidin-2-one). Yield: 87.8%. RXN SMILES: Cl[CH2:2][CH2:3][NH:4][C:5]([NH:7][CH2:8][CH2:9][CH2:10][O:11][CH3:12])=[O:6].[H-].[Na+].[NH4+].[Cl-]>C1COCC1.[Cl-].[Na+].O>[CH3:12][O:11][CH2:10][CH2:9][CH2:8][N:7]1[CH2:2][CH2:3][NH:4][C:5]1=[O:6] |f:1.2,3.4,6.7.8|. Reported procedure: A 0° C. solution of 1-(2-chloroethyl)-3-(3-methoxypropyl)urea (0.300 g, 1.541 mmol) in THF (8 mL), under Ar, was treated with NaH (60% in mineral oil, 0.154 g, 3.85 mmol) allowed to warm to RT and stirred. The mixture was cooled to 0° C., treated slowly with satd. NH4Cl, then brine, warmed to RT and stirred for 10 min. The layers were separated, the aqueous layer extracted with EtOAc (2×) and the combined organics were dried over Na2SO4, concentrated to dryness and purified via silica gel chroma... The reactants are ClC=1C=[N+](C=C(C1C[C@H](O)C1=CC(=C(C=C1)OC(F)F)OCC1CC1)Cl)[O-] ((S)-3,5-dichloro-4-(2-(3-(cyclopropylmethoxy)-4-(difluoromethoxy)phenyl)-2-hydroxyethyl)pyridine 1-oxide), C(CCl)Cl (EDC), [N+](=O)([O-])C1=C2C(N(C(C2=CC=C1)=O)CC(=O)O)=O (2-(4-nitro-1,3-dioxoisoindolin-2-yl)acetic acid). The reagents and catalysts are CN(C)C=1C=CN=CC1 (DMAP). Run in CN(C)C=O (DMF). Reaction conditions: time 6 hour. Product: ClC=1C=[N+](C=C(C1C[C@H](OC(CN1C(C2=CC=CC(=C2C1=O)[N+](=O)[O-])=O)=O)C1=CC(=C(C=C1)OC(F)F)OCC1CC1)Cl)[O-] ((S)-3,5-dichloro-4-(2-(3-(cyclopropylmethoxy)-4-(difluoromethoxy)phenyl)-2-(2-(4-nitro-1,3-dioxoisoindolin-2-yl)acetoxy)-ethyl)pyridine 1-oxide). Isolated yield 77.3%. RXN SMILES: [Cl:1][C:2]1[CH:3]=[N+:4]([O-:27])[CH:5]=[C:6]([Cl:26])[C:7]=1[CH2:8][C@@H:9]([C:11]1[CH:16]=[CH:15][C:14]([O:17][CH:18]([F:20])[F:19])=[C:13]([O:21][CH2:22][CH:23]2[CH2:25][CH2:24]2)[CH:12]=1)[OH:10].C(Cl)CCl.[N+:32]([C:35]1[CH:43]=[CH:42][CH:41]=[C:40]2[C:36]=1[C:37](=[O:49])[N:38]([CH2:45][C:46](O)=[O:47])[C:39]2=[O:44])([O-:34])=[O:33]>CN(C=O)C.CN(C1C=CN=CC=1)C>[Cl:1][C:2]1[CH:3]=[N+:4]([O-:27])[CH:5]=[C:6]([Cl:26])[C:7]=1[CH2:8][C@@H:9]([C:11]1[CH:16]=[CH:15][C:14]([O:17][CH:18]([F:20])[F:19])=[C:13]([O:21][CH2:22][CH:23]2[CH2:25][CH2:24]2)[CH:12]=1)[O:10][C:46](=[O:47])[CH2:45][N:38]1[C:37](=[O:49])[C:36]2[C:40](=[CH:41][CH:42]=[CH:43][C:35]=2[N+:32]([O-:34])=[O:33])[C:39]1=[O:44]. Procedure details: (S)-3,5-dichloro-4-(2-(3-(cyclopropylmethoxy)-4-(difluoromethoxy)phenyl)-2-hydroxyethyl)pyridine 1-oxide (100 mg, 0.238 mmol) was placed in a 50 ml round bottom flask and dissolved in DMF (3 ml); EDC (45.6 mg, 0.238 mmol) was added to it followed by DMAP (29.1 mg, 0.238 mmol) and 2-(4-nitro-1,3-dioxoisoindolin-2-yl)acetic acid (90 mg, 0.357 mmol). The reaction was stirred at RT for 6 hours. The reaction was quenched by adding 30 ml of HCl/H2O (1M) and extracted with EtOAc (30 ml). The organic ph... Reactants: [N+](=O)([O-])C1=C(C=C(C=C1)N)N1CCCCC1 (4-Nitro-3-piperidin-1-yl-phenylamine), CCN(C(C)C)C(C)C (DIEA), C(C)(=O)Cl (acetyl chloride). Run in C(Cl)Cl (CH2Cl2), C(Cl)Cl (CH2Cl2). Conditions: time 1 hour. Yields the product [N+](=O)([O-])C1=C(C=C(C=C1)NC(C)=O)N1CCCCC1 (N-(4-nitro-3-piperidin-1-yl-phenyl)-acetamide). Yield: 78.0%. As a reaction SMILES: [N+:1]([C:4]1[CH:9]=[CH:8][C:7]([NH2:10])=[CH:6][C:5]=1[N:11]1[CH2:16][CH2:15][CH2:14][CH2:13][CH2:12]1)([O-:3])=[O:2].CCN(C(C)C)C(C)C.[C:26](Cl)(=[O:28])[CH3:27]>C(Cl)Cl>[N+:1]([C:4]1[CH:9]=[CH:8][C:7]([NH:10][C:26](=[O:28])[CH3:27])=[CH:6][C:5]=1[N:11]1[CH2:16][CH2:15][CH2:14][CH2:13][CH2:12]1)([O-:3])=[O:2]. Procedure: 4-Nitro-3-piperidin-1-yl-phenylamine (64 mg, 0.28 mmol, as prepared in the previous step) and DIEA (122 μL, 0.700 mmol) in 4 mL of CH2Cl2 was treated with acetyl chloride (28 μL, 0.40 mmol). The reaction was stirred for 1 h, diluted with CH2Cl2 (25 mL), washed with water (50 mL), and dried (Na2SO4). Concentration of the solvent in vacuo afforded 51 mg (78%) of N-(4-nitro-3-piperidin-1-yl-phenyl)-acetamide. Using a procedure similar to Example 3, step (c), 4-nitro-3-piperidin-1-yl-phenylamine (51... Starting materials: C(C1=CC=CO1)O (furfuryl alcohol), C(C)(=O)C(CCCCCCC(=O)OCC)CCCC(COC1=CC=C(C=C1)F)O (Ethyl 8-Acetyl-12-hydroxy-13-(4-fluorophenoxy)tridecanoate). Yields the product C(C)(=O)C(CCCCCCC(=O)OCC)CCCC(COCC1=CC=CO1)O (Ethyl 8-Acetyl-12-hydroxy-13-furfuryloxytridecanoate). As a reaction SMILES: [CH2:1]([OH:7])[C:2]1[O:6][CH:5]=[CH:4][CH:3]=1.[C:8]([CH:11]([CH2:23][CH2:24][CH2:25][CH:26]([OH:36])[CH2:27]OC1C=CC(F)=CC=1)[CH2:12][CH2:13][CH2:14][CH2:15][CH2:16][CH2:17][C:18]([O:20][CH2:21][CH3:22])=[O:19])(=[O:10])[CH3:9]>>[C:8]([CH:11]([CH2:23][CH2:24][CH2:25][CH:26]([OH:36])[CH2:27][O:7][CH2:1][C:2]1[O:6][CH:5]=[CH:4][CH:3]=1)[CH2:12][CH2:13][CH2:14][CH2:15][CH2:16][CH2:17][C:18]([O:20][CH2:21][CH3:22])=[O:19])(=[O:10])[CH3:9]. Procedure: The synthesis of this compound is carried out by the procedure of Example 1, Step E, except that an equivalent quantity of furfuryl alcohol is substituted for the 4-fluorophenol of Example 1, Step E. Starting materials: ice water, C1(O)=CC=C(O)C=C1 (hydroquinone), BrC(C(=O)OCCSCC1=CC=CC=C1)C (2-benzylthioethyl 2-bromopropionate), C([O-])([O-])=O.[K+].[K+] (potassium carbonate). Solvent: CN(C=O)C (dimethylformamide). The product is OC1=CC=C(OC(C(=O)OCCSCC2=CC=CC=C2)C)C=C1 (2-benzylthioethyl 2-(4-hydroxy-phenoxy)-propionate). As a reaction SMILES: [C:1]1([CH:8]=[CH:7][C:5]([OH:6])=[CH:4][CH:3]=1)[OH:2].C(=O)([O-])[O-].[K+].[K+].Br[CH:16]([CH3:30])[C:17]([O:19][CH2:20][CH2:21][S:22][CH2:23][C:24]1[CH:29]=[CH:28][CH:27]=[CH:26][CH:25]=1)=[O:18]>CN(C)C=O>[OH:2][C:1]1[CH:8]=[CH:7][C:5]([O:6][CH:16]([CH3:30])[C:17]([O:19][CH2:20][CH2:21][S:22][CH2:23][C:24]2[CH:29]=[CH:28][CH:27]=[CH:26][CH:25]=2)=[O:18])=[CH:4][CH:3]=1 |f:1.2.3|. Procedure: 12.1 g of hydroquinone were dissolved in 60 ml of dry dimethylformamide, and while blowing a slow stream of nitrogen into the solution, 31.7 g of potassium carbonate were added thereto at room temperature whilst stirring. Then the mixture was heated to 90° to 95° C. for one hour with stirring. The mixture was cooled to 60° C., and 30.3 g of 2-benzylthioethyl 2-bromopropionate were added dropwise thereto. After the addition was completed, the mixture was further heated to 90° C. for 2 hours. Afte... The reactants are [I-].NC1=C(C=CC(=C1)F)[N+]1=C(SC=C1C)SC (3-(2-amino-4-fluorophenyl)-4-methyl-2-(methylsulfanyl)-1,3-thiazol-3-ium iodide). The solvent is CO (MeOH). Yields the product [I-].FC1=CC2=C(N3C(=[NH+]2)SC=C3C)C=C1 (7-fluoro-3-methyl[1,3]thiazolo[3,2-a]benzimidazol-9-ium iodide). Isolated yield 99.6%. RXN SMILES: [I-:1].[NH2:2][C:3]1[CH:8]=[C:7]([F:9])[CH:6]=[CH:5][C:4]=1[N+:10]1[C:14]([CH3:15])=[CH:13][S:12][C:11]=1SC>CO>[I-:1].[F:9][C:7]1[CH:6]=[CH:5][C:4]2[N:10]3[C:14]([CH3:15])=[CH:13][S:12][C:11]3=[NH+:2][C:3]=2[CH:8]=1 |f:0.1,3.4|. Procedure details: 2 g (5.23 mmol) of 3-(2-amino-4-fluorophenyl)-4-methyl-2-(methylsulfanyl)-1,3-thiazol-3-ium iodide obtained in stage B1 were solubilised in MeOH (200 mL) and the solution refluxed for 12 h. Then MeOH was evaporated to yield 7-fluoro-3-methyl[1,3]thiazolo[3,2-a]benzimidazol-9-ium iodide (4b) (pale yellow powder, 1.74 g, 99%). Mp=240° C.; 1H NMR (300 MHz, CD3OD) δ=2.83 (3H, d, 0.1=1.3, CH3), 7.03 (1H, q, J=1.3, H5), 7.20-7.27 (1H, m, Ar), 7.47-7.51 (1H, m, Ar), 8.06-8.11 (1H, m, Ar); 13C NMR (75 M... Reaction SMILES: [Cl:1][C:2]1[CH:3]=[C:4]2[C:9](=[CH:10][CH:11]=1)[N:8]1[CH:12]=[C:13]([C:15]([O:17]CC)=[O:16])[N:14]=[C:7]1[CH:6]=[CH:5]2.Cl>C(O)C.[OH-].[Na+].O>[OH2:16].[Cl:1][C:2]1[CH:3]=[C:4]2[C:9](=[CH:10][CH:11]=1)[N:8]1[CH:12]=[C:13]([C:15]([OH:17])=[O:16])[N:14]=[C:7]1[CH:6]=[CH:5]2 |f:3.4,6.7|. The reactants are ClC=1C=C2C=CC=3N(C2=CC1)C=C(N3)C(=O)OCC (ethyl 7-chloroimidazo-[1,2-a]-quinoline-2-carboxylate), Cl (hydrochloric acid). Procedure details: 820 mg of ethyl 7-chloroimidazo-[1,2-a]-quinoline-2-carboxylate in 25 ml of ethanol and 1 N sodium hydroxide solution was added thereto. The mixture obtained was heated on a steam bath for 30 minutes and then was diluted with 50 ml of water. The mixture was neutralized with 3.5 ml of 2 N hydrochloric acid and then cooled to obtain pale cream crystals of 7-chloroimidazo-[1,2-a]-quinoline-2-carboxylic acid monohydrate melting at 278°-279° C. The I.R. spectrum suggests that the compound exists at l... The solvent is O (water), C(C)O (ethanol), [OH-].[Na+] (sodium hydroxide). The product is O.ClC=1C=C2C=CC=3N(C2=CC1)C=C(N3)C(=O)O (7-chloroimidazo-[1,2-a]-quinoline-2-carboxylic acid monohydrate). Starting materials: CC(C)(C)OC(=O)c1ccc(C(=O)O)cc1, CN(C)c1ccncc1, NS(=O)(=O)c1ccc(Cl)cc1, ClCCl. Yields the product CC(C)(C)OC(=O)c1ccc(C(=O)NS(=O)(=O)c2ccc(Cl)cc2)cc1. Reaction SMILES: [C:1]([CH3:2])([CH3:3])([CH3:4])[O:5][C:6]([c:7]1[cH:8][cH:9][c:10]([C:11](=[O:12])[OH:13])[cH:14][cH:15]1)=[O:16].[CH3:28][N:29]([c:30]1[cH:31][cH:32][n:33][cH:34][cH:35]1)[CH3:36].[Cl:17][c:18]1[cH:19][cH:20][c:21]([S:24](=[O:25])(=[O:26])[NH2:27])[cH:22][cH:23]1.[Cl:37][CH2:38][Cl:39]>>[C:1]([CH3:2])([CH3:3])([CH3:4])[O:5][C:6]([c:7]1[cH:8][cH:9][c:10]([C:11](=[O:13])[NH:27][S:24]([c:21]2[cH:20][cH:19][c:18]([Cl:17])[cH:23][cH:22]2)(=[O:25])=[O:26])[cH:14][cH:15]1)=[O:16].